The task is: describe an organic reaction: reactants, conditions, products, and yield. This data is from the Open Reaction Database (ORD), a public repository of structured organic reaction records. The reactants are NC=1C(=NC(=NC1NC1=C2C=CN(C2=CC=C1)S(=O)(=O)C1=CC=CC=C1)Cl)C(=O)OC (Methyl 5-amino-2-chloro-6-(1-(phenylsulfonyl)-1H-indol-4-ylamino)pyrimidine-4-carboxylate), COC(=O)C1=NC(=NC(=C1[N+](=O)[O-])NC1=C2C=CN(C2=CC=C1)S(=O)(=O)C1=CC=CC=C1)Cl (6-(1-Benzenesulfonyl-1H-indol-4-ylamino)-2-chloro-5-nitro-pyrimidine-4-carboxylic acid methyl ester), COC(=O)C1=C(C(=NC(=N1)Cl)Cl)[N+](=O)[O-] (methyl-2,4-dichloro-5-nitro-pyrimidine-6-carboxylate), C(C)(C)NC(C)C (diisopropylamine), amine, O1CCCC1 (tetrahydrofuran), O1CCCC1 (TETRAHYDROFURAN). Reagents/catalysts: [Fe] (Fe). Solvent: CCOC(=O)C (EtOAc), CC(=O)O (AcOH). Product: OC=1C=C(C=CC1)C1=NC(=C2NC(N(C2=N1)C1=C2C=CNC2=CC=C1)=O)C(=O)N (2-(3-HYDROXYPHENYL)-9-(1H-INDOL-4-YL)-8-OXO-8,9-DIHYDRO-7H-PURINE-6-CARBOXAMIDE). Isolated yield 69.0%. As a reaction SMILES: [NH2:1][C:2]1[C:3]([C:28]([O:30]C)=O)=[N:4][C:5](Cl)=[N:6][C:7]=1[NH:8][C:9]1[CH:17]=[CH:16][CH:15]=[C:14]2[C:10]=1[CH:11]=[CH:12][N:13]2S(C1C=CC=CC=1)(=O)=O.CO[C:34]([C:36]1N=C(Cl)N=[C:38](Cl)[C:37]=1[N+]([O-])=O)=[O:35].C(N[CH:51]([CH3:53])C)(C)C.COC(C1C([N+]([O-])=O)=C(NC2C=CC=C3C=2C=CN3S(C2C=CC=CC=2)(=O)=O)N=C(Cl)[N:59]=1)=O.[O:87]1[CH2:91]CCC1>CCOC(C)=O.CC(O)=O.[Fe]>[OH:35][C:34]1[CH:36]=[C:37]([C:5]2[N:6]=[C:7]3[C:2]([NH:1][C:91](=[O:87])[N:8]3[C:9]3[CH:17]=[CH:16][CH:15]=[C:14]4[C:10]=3[CH:11]=[CH:12][NH:13]4)=[C:3]([C:28]([NH2:59])=[O:30])[N:4]=2)[CH:38]=[CH:51][CH:53]=1. Procedure: Methyl 5-amino-2-chloro-6-(1-(phenylsulfonyl)-1H-indol-4-ylamino)pyrimidine-4-carboxylate. To a solution of methyl-2,4-dichloro-5-nitro-pyrimidine-6-carboxylate (2.0 g, 7.9 mmol) in tetrahydrofuran (20 mL) and diisopropylamine (2.3 mL, 13.05 mmol) was added amine (1.42 g, 5.22 mmol) in TETRAHYDROFURAN (5 mL) at −78° C. After warming to rt, only desired adduct was seen (MS (ESI) m/z 487.9[M+1]+). The reaction was diluted with EtOAc (100 mL) and washed with 5% HCl (aq, 100 mL). The EtOAc layer was... Starting materials: N, [N+](CCCC)(CCCC)(CCCC)CCCC.C([BH2-])#N, C1CN(C[C@@H](C1=O)O)S(=O)(=O)C. Reagents/catalysts: c1ccc(cc1)-c2c3ccccc3cc4ccccc24 (9-Phenylanthracene). Conditions: temperature 25 celsius, time 18 hour. The product is CS(=O)(=O)N1CC[C@@H](N)[C@H](O)C1. RXN SMILES: [BH3-]C#[N:1].CCCC[N+](CCCC)(CCCC)CCCC.N.[CH3:2][S:3]([N:6]1[CH2:12][C@H:10]([OH:11])[C:9](=O)[CH2:8][CH2:7]1)(=[O:5])=[O:4]>>[CH3:2][S:3]([N:6]1[CH2:12][C@@H:10]([OH:11])[C@H:9]([NH2:1])[CH2:8][CH2:7]1)(=[O:5])=[O:4].